describe an organic reaction: reactants, conditions, products, and yield From a dataset of the Open Reaction Database (ORD), a public repository of structured organic reaction records. Starting materials: CCO, O=[N+]([O-])c1ccc2nc(Cl)sc2c1, O=C(OCc1ccccc1)N1CCNCC1, [Na+], O=C([O-])O. The product is O=C(OCc1ccccc1)N1CCN(c2nc3ccc([N+](=O)[O-])cc3s2)CC1. As a reaction SMILES: [CH3:35][CH2:36][OH:37].[Cl:1][c:2]1[s:3][c:4]2[c:5]([n:6]1)[cH:7][cH:8][c:9]([N+:11](=[O:12])[O-:13])[cH:10]2.[N:14]1([C:20](=[O:21])[O:22][CH2:23][c:24]2[cH:25][cH:26][cH:27][cH:28][cH:29]2)[CH2:15][CH2:16][NH:17][CH2:18][CH2:19]1.[Na+:34].[O-:30][C:31]([OH:32])=[O:33]>>[c:2]1([N:17]2[CH2:16][CH2:15][N:14]([C:20](=[O:21])[O:22][CH2:23][c:24]3[cH:25][cH:26][cH:27][cH:28][cH:29]3)[CH2:19][CH2:18]2)[s:3][c:4]2[c:5]([n:6]1)[cH:7][cH:8][c:9]([N+:11](=[O:12])[O-:13])[cH:10]2. Procedure details: 2.3 g of 7,11-dimethyl-2,4-dodecadienoic acid methyl ester is dissolved in 46 ml of methanol and 18 ml of tetrahydrofuran. The mixture is cooled to 0°C., and 4.9 g of potassium hydroxide in 18 ml of water is added. The mixture is stirred overnight (18 hours) at room temperature (22°C.), poured on to water, and extracted with diethyl ether. The aqueous phase is made slightly acidic with 3-N sulphuric acid and again extracted with diethyl ether. The latter, ether extract is washed to neutrality, d... Solvent: CO (methanol), O (water), O1CCCC1 (tetrahydrofuran), O (water). Yields the product CC(CC=CC=CC(=O)O)CCCC(C)C (7,11-dimethyl-2,4-dodecadienoic acid). Run at temperature 0 celsius, time 18 hour. RXN SMILES: C[O:2][C:3](=[O:17])[CH:4]=[CH:5][CH:6]=[CH:7][CH2:8][CH:9]([CH3:16])[CH2:10][CH2:11][CH2:12][CH:13]([CH3:15])[CH3:14].[OH-].[K+]>CO.O1CCCC1.O>[CH3:16][CH:9]([CH2:10][CH2:11][CH2:12][CH:13]([CH3:15])[CH3:14])[CH2:8][CH:7]=[CH:6][CH:5]=[CH:4][C:3]([OH:17])=[O:2] |f:1.2|. The reactants are COC(C=CC=CCC(CCCC(C)C)C)=O (7,11-dimethyl-2,4-dodecadienoic acid methyl ester), [OH-].[K+] (potassium hydroxide). Starting materials: CN1C=CC2=CC(=CC=C12)NC=1C=NC=CC1[N+](=O)[O-] (1-methyl-N-(4-nitro-3-pyridinyl)-1H-indol-5-amine), oxide. Run in C(C)O (ethanol). The product is NC1=C(C=NC=C1)NC=1C=C2C=CN(C2=CC1)C (N-(4-Amino-3-pyridinyl)-1-methyl-1H-indol-5-amine). Reaction SMILES: [CH3:1][N:2]1[C:10]2[C:5](=[CH:6][C:7]([NH:11][C:12]3[CH:13]=[N:14][CH:15]=[CH:16][C:17]=3[N+:18]([O-])=O)=[CH:8][CH:9]=2)[CH:4]=[CH:3]1>C(O)C>[NH2:18][C:17]1[CH:16]=[CH:15][N:14]=[CH:13][C:12]=1[NH:11][C:7]1[CH:6]=[C:5]2[C:10](=[CH:9][CH:8]=1)[N:2]([CH3:1])[CH:3]=[CH:4]2. Procedure details: A suspension of 1-methyl-N-(4-nitro-3-pyridinyl)-1H-indol-5-amine, N5 -oxide (6.8 g) in 250 ml ethanol containing 0.4 g platinum oxide was hydrogenated at 50 psi for twenty hours and thereafter filtered through Celite and concentrated to 3.5 g oil. This oil was purified by HPLC (silica 20% methanol in ethyl acetate) to give 2.5 g solid, m.p. 167°-169°. This solid was recrystallized from acetonitrile/ether to give 1.1 g solid, m.p. 168°-169°. The reactants are C1(=CC=C(C=C1)S(=O)(=O)N(C)CC(=O)O)C (N-(Toluene-4-sulfonyl)sarcosine), COC([C@@H](NC)CC1=CC=CC=C1)=O (N-methyl-L-phenylalanine methyl ester). The product is COC([C@@H](N(C)C(CN(C)S(=O)(=O)C1=CC=C(C=C1)C)=O)CC1=CC=CC=C1)=O (N-(toluene-4-sulfonyl)sarcosyl-N-methylphenylalanine methyl ester). Reaction SMILES: [C:1]1([CH3:16])[CH:6]=[CH:5][C:4]([S:7]([N:10]([CH2:12][C:13]([OH:15])=O)[CH3:11])(=[O:9])=[O:8])=[CH:3][CH:2]=1.[CH3:17][O:18][C:19](=[O:30])[C@H:20]([CH2:23][C:24]1[CH:29]=[CH:28][CH:27]=[CH:26][CH:25]=1)[NH:21][CH3:22]>>[CH3:17][O:18][C:19](=[O:30])[C@H:20]([CH2:23][C:24]1[CH:29]=[CH:28][CH:27]=[CH:26][CH:25]=1)[N:21]([C:13](=[O:15])[CH2:12][N:10]([S:7]([C:4]1[CH:3]=[CH:2][C:1]([CH3:16])=[CH:6][CH:5]=1)(=[O:8])=[O:9])[CH3:11])[CH3:22]. Procedure details: N-(Toluene-4-sulfonyl)sarcosine was coupled to N-methyl-L-phenylalanine methyl ester using the procedure described in Method 3 to give N-(toluene-4-sulfonyl)sarcosyl-N-methylphenylalanine methyl ester. The title compound was prepared via hydrolysis of the methyl ester using LiOH in THF/water. Proton and carbon NMR analysis indicated a mixture of amide bond rotomers in about a 65:35 ratio. Starting materials: [OH-].[Na+] (Sodium hydroxide), C(N)(=O)C1=C(C=2N(N=C1)C=C(C2)C2=CC=CC=C2)N[C@H](C(=O)OC)C2=CC=CC=C2 ((S)-methyl 2-(3-carbamoyl-6-phenylpyrrolo[1,2-b]pyridazin-4-ylamino)-2-phenylacetate). Run in CO (MeOH), C1CCOC1 (THF). Reaction conditions: time 2.5 hour. The product is C(N)(=O)C1=C(C=2N(N=C1)C=C(C2)C2=CC=CC=C2)N[C@H](C(=O)O)C2=CC=CC=C2 ((S)-2-(3-carbamoyl-6-phenylpyrrolo[1,2-b]pyridazin-4-ylamino)-2-phenylacetic acid). Isolated yield 105.3%. RXN SMILES: [OH-].[Na+].[C:3]([C:6]1[CH:11]=[N:10][N:9]2[CH:12]=[C:13]([C:15]3[CH:20]=[CH:19][CH:18]=[CH:17][CH:16]=3)[CH:14]=[C:8]2[C:7]=1[NH:21][C@@H:22]([C:27]1[CH:32]=[CH:31][CH:30]=[CH:29][CH:28]=1)[C:23]([O:25]C)=[O:24])(=[O:5])[NH2:4]>CO.C1COCC1>[C:3]([C:6]1[CH:11]=[N:10][N:9]2[CH:12]=[C:13]([C:15]3[CH:16]=[CH:17][CH:18]=[CH:19][CH:20]=3)[CH:14]=[C:8]2[C:7]=1[NH:21][C@@H:22]([C:27]1[CH:32]=[CH:31][CH:30]=[CH:29][CH:28]=1)[C:23]([OH:25])=[O:24])(=[O:5])[NH2:4] |f:0.1|. Procedure: Sodium hydroxide (11.200 ml, 11.20 mmol) added in one portion to a heterogeneous mixture of (S)-methyl 2-(3-carbamoyl-6-phenylpyrrolo[1,2-b]pyridazin-4-ylamino)-2-phenylacetate (Example 121, 900 mg, 2.248 mmol) in MeOH (30 ml) and THF (15 ml). The reaction was allowed to stir at rt for ca. 2.5 hrs before removing the solvent in vacuo and cooling the flask in an ice bath. 1N aq. HCl was added and the yellow precipitate was then filtered and allowed to dry overnight. This afforded the title compou... The reactants are C1(=CC=CC2=CC=CC=C12)C=1C2=CC=CC=C2C(=C2C=CC(=CC12)B(O)O)C1=CC=CC2=CC=CC=C12 (9,10-dinaphthylanthracene-2-boronic acid), BrC1=C(C=CC=C1)[N+](=O)[O-] (bromonitrobenzene), C(=O)([O-])[O-].[K+].[K+] (K2CO3), O1CCOCC1 (dioxane). Reagents/catalysts: C=1C=CC(=CC1)[P](C=2C=CC=CC2)(C=3C=CC=CC3)[Pd]([P](C=4C=CC=CC4)(C=5C=CC=CC5)C=6C=CC=CC6)([P](C=7C=CC=CC7)(C=8C=CC=CC8)C=9C=CC=CC9)[P](C=1C=CC=CC1)(C=1C=CC=CC1)C=1C=CC=CC1 (Pd(PPh3)4). Run in C1CCOC1 (THF), O (H2O). Conditions: time 12 hour. The product is [N+](=O)([O-])C1=C(C=CC=C1)C1=CC2=C(C3=CC=CC=C3C(=C2C=C1)C1=CC2=CC=CC=C2C=C1)C1=CC2=CC=CC=C2C=C1 (2-(2-nitrophenyl)-9,10-di(2-naphthyl)anthracene). Reaction SMILES: [C:1]1([C:11]2C3C([C:18]([C:28]4[C:37]5C(=CC=CC=5)C=CC=4)=[C:19]4[C:24]=2[CH:23]=[C:22](B(O)O)[CH:21]=[CH:20]4)=CC=CC=3)[C:10]2[C:5](=[CH:6][CH:7]=[CH:8][CH:9]=2)[CH:4]=[CH:3][CH:2]=1.Br[C:39]1[CH:44]=[CH:43][CH:42]=[CH:41][C:40]=1[N+:45]([O-:47])=[O:46].C([O-])([O-])=O.[K+].[K+].O1[CH2:59][CH2:58]OCC1>C1COCC1.O.C1C=CC([P]([Pd]([P](C2C=CC=CC=2)(C2C=CC=CC=2)C2C=CC=CC=2)([P](C2C=CC=CC=2)(C2C=CC=CC=2)C2C=CC=CC=2)[P](C2C=CC=CC=2)(C2C=CC=CC=2)C2C=CC=CC=2)(C2C=CC=CC=2)C2C=CC=CC=2)=CC=1>[N+:45]([C:40]1[CH:41]=[CH:42][CH:43]=[CH:44][C:39]=1[C:11]1[CH:1]=[CH:2][C:3]2[C:23](=[C:22]([C:59]3[CH:58]=[CH:9][C:10]4[C:1](=[CH:2][CH:3]=[CH:4][CH:5]=4)[CH:11]=3)[C:21]3[C:20]([C:4]=2[C:5]2[CH:10]=[CH:9][C:8]4[C:7](=[CH:28][CH:18]=[CH:19][CH:20]=4)[CH:6]=2)=[CH:19][CH:18]=[CH:28][CH:37]=3)[CH:24]=1)([O-:47])=[O:46] |f:2.3.4,^1:69,71,90,109|. Reported procedure: 10 g (21.1 mmol) of 9,10-dinaphthylanthracene-2-boronic acid, 10.64 g (52.7 mmol) of bromonitrobenzene, 1.21 g (0.05 mmol) of Pd(PPh3)4, and 11.65 g (84.3 mmol) of K2CO3 were diluted with 100 ml of dioxane, 100 ml of THF, and 30 ml of H2O, and then, the mixture was refluxed while heating. After 12 hours, a solvent was removed and the resultant mixture was extracted using MC and washed with a saturated NaCl solution. Then, an organic layer was dried and condensed over MgSO4, and the obtained prod...